This data is from the Open Reaction Database (ORD), a public repository of structured organic reaction records. The task is: describe an organic reaction: reactants, conditions, products, and yield Starting materials: CO, C[O-], Clc1ncc(Cl)c(Cl)n1, [Na+]. Product: COc1nc(Cl)ncc1Cl. As a reaction SMILES: [CH3:13][OH:14].[CH3:1][O-:2].[Cl:4][c:5]1[n:6][cH:7][c:8]([Cl:12])[c:9]([Cl:11])[n:10]1.[Na+:3]>>[CH3:1][O:2][c:9]1[c:8]([Cl:12])[cH:7][n:6][c:5]([Cl:4])[n:10]1. Reactants: Cl.C(C1=CC=CC=C1)ON (benzyloxyamine hydrochloride), CC(=O)OI1(C=2C=CC=CC2C(=O)O1)(OC(=O)C)OC(=O)C (Dess-Martin periodinane), C(C1=CC=CC=C1)OC[C@H]1C(N(C[C@@H]1CCCC)[C@H](C(=O)N(C)C)C(C)(C)C)=O ((S)-2-[(3S,4R)-3-Benzyloxymethyl-4-butyl-2-oxopyrrolidin-1-yl]-3,3, N,N-tetramethyl butyramide). The reagents and catalysts are [Pd] (palladium on activated carbon). Solvent: [OH-].[Na+].ClCCl (NaOH dichloromethane), CO (methanol), ClCCl (dichloromethane). Reaction conditions: time 8 hour. Yields the product C(C1=CC=CC=C1)ON=C[C@H]1C(N(C[C@@H]1CCCC)[C@H](C(=O)N(C)C)C(C)(C)C)=O ((S)-2-[(3S,4R)-3-benzyloxyiminomethyl-4-butyl-2-oxopyrrolidin-1-yl]-3,3,N,N-tetramethyl butyramide). Yield: 60.2%. As a reaction SMILES: C(O[CH2:9][C@@H:10]1[C@@H:14]([CH2:15][CH2:16][CH2:17][CH3:18])[CH2:13][N:12]([C@@H:19]([C:25]([CH3:28])([CH3:27])[CH3:26])[C:20]([N:22]([CH3:24])[CH3:23])=[O:21])[C:11]1=[O:29])C1C=CC=CC=1.CC(OI1(OC(C)=O)(OC(C)=O)OC(=O)C2C=CC=CC1=2)=O.Cl.[CH2:53]([O:60][NH2:61])[C:54]1[CH:59]=[CH:58][CH:57]=[CH:56][CH:55]=1>CO.[Pd].ClCCl.[OH-].[Na+].ClCCl>[CH2:53]([O:60][N:61]=[CH:9][C@@H:10]1[C@@H:14]([CH2:15][CH2:16][CH2:17][CH3:18])[CH2:13][N:12]([C@@H:19]([C:25]([CH3:27])([CH3:26])[CH3:28])[C:20]([N:22]([CH3:23])[CH3:24])=[O:21])[C:11]1=[O:29])[C:54]1[CH:59]=[CH:58][CH:57]=[CH:56][CH:55]=1 |f:2.3,7.8.9|. Reported procedure: (S)-2-[(3S,4R)-3-Benzyloxymethyl-4-butyl-2-oxopyrrolidin-1-yl]-3,3, N,N-tetramethyl butyramide (0.08 g, 0.2 mmol) was dissolved in methanol (2 mL) and stirred overnight under a hydrogen balloon in the presense of palladium on activated carbon (15 mg). Filtration followed by concentration provided a crude alcohol (58 mg) which was dissolved in dichloromethane (5 mL) and treated with Dess-Martin periodinane (0.13 g, 0.3 mmol) at 0° C. After warning up to rt, the reaction was stirred overnight and ... Isolated yield 96.5%. As a reaction SMILES: C[O:2][C:3](=[O:18])[C:4]1[CH:9]=[CH:8][CH:7]=[C:6]([CH2:10][N:11]([CH2:15][CH2:16][CH3:17])[CH2:12][CH2:13][CH3:14])[CH:5]=1.[OH-].[Na+]>CO>[CH2:12]([N:11]([CH2:10][C:6]1[CH:5]=[C:4]([CH:9]=[CH:8][CH:7]=1)[C:3]([OH:18])=[O:2])[CH2:15][CH2:16][CH3:17])[CH2:13][CH3:14] |f:1.2|. Reported procedure: The compound (858 mg) obtained in Example 18-1 was dissolved in methanol (18 ml) and added with a 1 mol/l sodium hydroxide aqueous solution (9.0 ml) and the whole was stirred overnight at room temperature. After completion of the reaction, the solvent was distilled off under reduced pressure. The residue was dissolved in a 1 mol/l hydrochloric acid. After addition of chloroform, the resultant was added with sodium chloride to make the aqueous layer to be a saturated saline solution. The whole wa... Solvent: CO (methanol). Reactants: COC(C1=CC(=CC=C1)CN(CCC)CCC)=O (3-dipropylaminomethyl-benzoic acid methyl ester), [OH-].[Na+] (sodium hydroxide). Reaction conditions: time 8 hour. Product: C(CC)N(CCC)CC=1C=C(C(=O)O)C=CC1 (3-dipropylaminomethyl-benzoic acid).